Dataset: the Open Reaction Database (ORD), a public repository of structured organic reaction records. Task: describe an organic reaction: reactants, conditions, products, and yield Starting materials: BrC=1C=C2C(NCCS2)=C(C1)C(=O)O (7-bromo-3,4-dihydro-2H-1,4-benzothiazine-5carboxylic acid), I(=O)(=O)(=O)[O-].[Na+] (sodium metaperiodate). The solvent is O (water), CO (methanol). Conditions: time 5 hour. The product is BrC=1C=C2C(NCCS2=O)=C(C1)C(=O)O (7-Bromo-3,4-dihydro-2H-1,4-benzothiazine-5-carboxylic acid-1-oxide). Reaction SMILES: [Br:1][C:2]1[CH:3]=[C:4]2[S:9][CH2:8][CH2:7][NH:6][C:5]2=[C:10]([C:12]([OH:14])=[O:13])[CH:11]=1.I([O-])(=O)(=O)=[O:16].[Na+]>CO.O>[Br:1][C:2]1[CH:3]=[C:4]2[S:9](=[O:16])[CH2:8][CH2:7][NH:6][C:5]2=[C:10]([C:12]([OH:14])=[O:13])[CH:11]=1 |f:1.2|. Procedure: To a solution of 7-bromo-3,4-dihydro-2H-1,4-benzothiazine-5carboxylic acid (500 mg) in methanol (80 ml) was added 0.05 M sodium metaperiodate solution (40 ml). The mixture was stirred for 5 hours at room temperature, then diluted with water (500 ml) and concentrated until crystals began to separate. The crystals were collected and dried to give the title compound (300 mg, 57.5% which was recrystallized from ethanol to give pale yellow crystals, mp 254°-255° C. (decompd.).